Dataset: the Open Reaction Database (ORD), a public repository of structured organic reaction records. Task: describe an organic reaction: reactants, conditions, products, and yield Yields the product Brc1cnc(N2CCCNCC2)nc1. As a reaction SMILES: [Br:1][c:2]1[cH:3][n:4][c:5]([Cl:8])[n:6][cH:7]1.[CH3:16][C:17]#[N:18].[NH:9]1[CH2:10][CH2:11][NH:12][CH2:13][CH2:14][CH2:15]1>>[Br:1][c:2]1[cH:3][n:4][c:5]([N:9]2[CH2:10][CH2:11][NH:12][CH2:13][CH2:14][CH2:15]2)[n:6][cH:7]1. Reactants: Clc1ncc(Br)cn1, CC#N, C1CNCCNC1. The reactants are O1C(CCCC1)OC1=CC=C(C=C1)I (p-tetrahydropyranyloxyiodobenzene), N1=CC=CC=C1 (pyridine). Reported procedure: 20 Grams of p-tetrahydropyranyloxyiodobenzene and 70 ml of anhydrous pyridine containing 11.3 g of copper (I) 3-acetyloxy-1-propyn-1-ide were refluxed for 6 hours under an atmosphere of argon gas. After the reaction was finished the reaction mixture was poured into water and the whole mixture was extracted with chloroform. The chloroform layer was washed with water, dried and the solvent was removed by evaporation. The residue thus obtained was purified by means of a silica gel column chromatogr... As a reaction SMILES: [O:1]1[CH2:6][CH2:5][CH2:4][CH2:3][CH:2]1[O:7][C:8]1[CH:13]=[CH:12][C:11](I)=[CH:10][CH:9]=1.N1[CH:20]=[CH:19][CH:18]=[CH:17]C=1>C(OCC#[C-])(=O)C.[Cu+].O>[C:2]([O:7][CH2:20][CH2:19][C:18]#[C:17][C:11]1[CH:12]=[CH:13][C:8]([O:7][CH:2]2[CH2:3][CH2:4][CH2:5][CH2:6][O:1]2)=[CH:9][CH:10]=1)(=[O:1])[CH3:3] |f:2.3|. The reagents and catalysts are C(C)(=O)OCC#[C-].[Cu+] (copper (I) 3-acetyloxy-1-propyn-1-ide). Yields the product C(C)(=O)OCCC#CC1=CC=C(C=C1)OC1OCCCC1 (4-[4-[2-tetrahydropyranyloxy)phenyl]-3-butynyl acetate). Run in O (water). Starting materials: BrC=1C=CC2=C(N(C(=N2)N)C2=NC=CC=C2)C1 (6-bromo-1-(pyridin-2-yl)-1H-benzo[d]imidazol-2-amine), N1=CC=CC=C1 (pyridine), C(C)(=O)OC(C)=O (acetic anhydride). Reagents/catalysts: CN(C)C=1C=CN=CC1 (DMAP). The solvent is ClCCl (dichloromethane). Conditions: temperature 25 celsius, time 2.5 day. Product: BrC=1C=CC2=C(N(C(=N2)NC(C)=O)C2=NC=CC=C2)C1 (N-(6-bromo-1-(pyridin-2-yl)-1H-benzo[d]imidazol-2-yl)acetamide). The yield is 58.7%. Reaction SMILES: [Br:1][C:2]1[CH:3]=[CH:4][C:5]2[N:9]=[C:8]([NH2:10])[N:7]([C:11]3[CH:16]=[CH:15][CH:14]=[CH:13][N:12]=3)[C:6]=2[CH:17]=1.N1C=CC=CC=1.[C:24](OC(=O)C)(=[O:26])[CH3:25]>CN(C1C=CN=CC=1)C.ClCCl>[Br:1][C:2]1[CH:3]=[CH:4][C:5]2[N:9]=[C:8]([NH:10][C:24](=[O:26])[CH3:25])[N:7]([C:11]3[CH:16]=[CH:15][CH:14]=[CH:13][N:12]=3)[C:6]=2[CH:17]=1. Procedure details: To a 250 mL round-bottomed flask was added 6-bromo-1-(pyridin-2-yl)-1H-benzo[d]imidazol-2-amine (1.00 g, 3.46 mmol), dichloromethane (35 mL), pyridine (0.419 mL, 5.19 mmol), acetic anhydride (0.343 mL, 3.63 mmol) and DMAP (0.0042 g, 0.035 mmol). The mixture was stirred at 25° C. for 2.5 days. The mixture was concentrated and taken up in MeOH/CH2Cl2 and then concentrated onto silica. Purification by silica gel chromatography (0.5 to 4.0% MeOH (2 M in NH3)/CH2Cl2) afforded the title compound as a ... Reactants: C(C1=CC=CC=C1)N1CCC(CC1)=O (1-benzylpiperidin-4-one), C(C)O (ethanol), C([O-])([O-])=O.[K+].[K+] (potassium carbonate), Cl (hydrogen chloride), C(C)O[Si](OCC)(OCC)OCC (tetraethoxysilane). Solvent: O (water), C(C)OCC (diethyl ether). Reaction conditions: time 8 hour. Yields the product C(C1=CC=CC=C1)N1CCC(CC1)(OCC)OCC (1-Benzyl-4,4-diethoxypiperidine). Isolated yield 77.0%. Reaction SMILES: [CH2:1]([N:8]1[CH2:13][CH2:12][C:11](=[O:14])[CH2:10][CH2:9]1)[C:2]1[CH:7]=[CH:6][CH:5]=[CH:4][CH:3]=1.Cl.[CH2:16]([O:18][Si](OCC)(OCC)OCC)[CH3:17].C(=O)([O-])[O-].[K+].[K+].[CH2:35](O)[CH3:36]>O.C(OCC)C>[CH2:1]([N:8]1[CH2:13][CH2:12][C:11]([O:18][CH2:16][CH3:17])([O:14][CH2:35][CH3:36])[CH2:10][CH2:9]1)[C:2]1[CH:3]=[CH:4][CH:5]=[CH:6][CH:7]=1 |f:3.4.5|. Reported procedure: A solution of 1-benzylpiperidin-4-one (240 ml, 1.3 mol) in ethanol (500 ml) was saturated with gaseous hydrogen chloride under cooling on an ice bath. The mixture was treated with tetraethoxysilane (300 ml), kept overnight at RT, then poured with stirring into a mixture of diethyl ether (500 ml), potassium carbonate (500 g) and water (1000 ml). The organic layer was separated, the diethyl ether was evaporated and the residue was distilled under vacuum to give the title compound (369 g, 77%).